Task: describe an organic reaction: reactants, conditions, products, and yield. Dataset: the Open Reaction Database (ORD), a public repository of structured organic reaction records Starting materials: NC=1C=C2C=3CC(CCC3NC2=CC1)N(C)C (6-amino-3-(dimethyl)amino-1,2,3,4-tetrahydro-9H-carbazole), BrC1=CC=C(C(=O)Cl)C=C1 (4-bromobenzoyl chloride). Yields the product BrC1=CC=C(C(=O)NC=2C=C3C=4CC(CCC4NC3=CC2)N(C)C)C=C1 (6-(4-bromobenzoyl)amino-3-(dimethyl)amino-1,2,3,4-tetrahydro-9H-carbazole). The yield is 19.0%. Reaction SMILES: [NH2:1][C:2]1[CH:3]=[C:4]2[C:12](=[CH:13][CH:14]=1)[NH:11][C:10]1[CH2:9][CH2:8][CH:7]([N:15]([CH3:17])[CH3:16])[CH2:6][C:5]2=1.[Br:18][C:19]1[CH:27]=[CH:26][C:22]([C:23](Cl)=[O:24])=[CH:21][CH:20]=1>>[Br:18][C:19]1[CH:27]=[CH:26][C:22]([C:23]([NH:1][C:2]2[CH:3]=[C:4]3[C:12](=[CH:13][CH:14]=2)[NH:11][C:10]2[CH2:9][CH2:8][CH:7]([N:15]([CH3:17])[CH3:16])[CH2:6][C:5]3=2)=[O:24])=[CH:21][CH:20]=1. Procedure details: Beginning with 10.4 mg (0.046 mMol) 6-amino-3-(dimethyl)amino-1,2,3,4-tetrahydro-9H-carbazole and 14.7 mg (0.051 mMol) 4-bromobenzoyl chloride, 3.6 mg (20%) of the title compound were recovered as a light beige solid. The reactants are CCOC(=O)C(Nc1ccc(C#N)cc1)c1cc(CC)cc(I)c1OCCOCc1ccccc1, CCO, ClCCl, C[Si](C)(C)I. Yields the product CCOC(=O)C(Nc1ccc(C#N)cc1)c1cc(CC)cc(I)c1OCCO. RXN SMILES: [CH2:1]([c:2]1[cH:3][cH:4][cH:5][cH:6][cH:7]1)[O:8][CH2:9][CH2:10][O:11][c:12]1[c:13]([CH:21]([C:22](=[O:23])[O:24][CH2:25][CH3:26])[NH:27][c:28]2[cH:29][cH:30][c:31]([C:34]#[N:35])[cH:32][cH:33]2)[cH:14][c:15]([CH2:19][CH3:20])[cH:16][c:17]1[I:18].[CH3:41][CH2:42][OH:43].[Cl:44][CH2:45][Cl:46].[I:36][Si:37]([CH3:38])([CH3:39])[CH3:40]>>[OH:8][CH2:9][CH2:10][O:11][c:12]1[c:13]([CH:21]([C:22](=[O:23])[O:24][CH2:25][CH3:26])[NH:27][c:28]2[cH:29][cH:30][c:31]([C:34]#[N:35])[cH:32][cH:33]2)[cH:14][c:15]([CH2:19][CH3:20])[cH:16][c:17]1[I:18]. Reactants: C12(CC3CC(CC(C1)C3)C2)C2=C(C=C3C=CC(=CC3=C2)B(O)O)OCOCCOC (7-(1-adamantyl)-6-methoxyethoxymethoxy-2-naphthylboronic acid), OC1=C(C(=O)OC)C=CC(=C1)I (methyl 2-hydroxy-4-iodobenzoate). Product: OC1=C(C(=O)OC)C=CC(=C1)C1=CC2=CC(=C(C=C2C=C1)OCOCCOC)C12CC3CC(CC(C1)C3)C2 (methyl 2-hydroxy-4-[7-(1-adamantyl)-6-methoxyethoxymethoxy-2-naphthyl]benzoate). Isolated yield 81.3%. Reaction SMILES: [C:1]12([C:11]3[CH:20]=[C:19]4[C:14]([CH:15]=[CH:16][C:17](B(O)O)=[CH:18]4)=[CH:13][C:12]=3[O:24][CH2:25][O:26][CH2:27][CH2:28][O:29][CH3:30])[CH2:10][CH:5]3[CH2:6][CH:7]([CH2:9][CH:3]([CH2:4]3)[CH2:2]1)[CH2:8]2.[OH:31][C:32]1[CH:41]=[C:40](I)[CH:39]=[CH:38][C:33]=1[C:34]([O:36][CH3:37])=[O:35]>>[OH:31][C:32]1[CH:41]=[C:40]([C:17]2[CH:16]=[CH:15][C:14]3[C:19](=[CH:20][C:11]([C:1]45[CH2:10][CH:5]6[CH2:4][CH:3]([CH2:9][CH:7]([CH2:6]6)[CH2:8]4)[CH2:2]5)=[C:12]([O:24][CH2:25][O:26][CH2:27][CH2:28][O:29][CH3:30])[CH:13]=3)[CH:18]=2)[CH:39]=[CH:38][C:33]=1[C:34]([O:36][CH3:37])=[O:35]. Procedure details: Following the procedure of Example 1(c), but reacting 2.25 g (5.5 mmol) of 7-(1-adamantyl)-6-methoxyethoxymethoxy-2-naphthylboronic acid with 1.39 g (5 mmol) of methyl 2-hydroxy-4-iodobenzoate, 2.1 g (81%) of the expected ester were obtained, which ester had a melting point of 101°-2° C.